describe an organic reaction: reactants, conditions, products, and yield From a dataset of the Open Reaction Database (ORD), a public repository of structured organic reaction records. The reactants are NC1=C(C=CC(=C1)CN1CCN(CC1)C(C1=CC=CC=C1)C1=CC=CC=C1)NCCCO (3-[{2-amino-4-[4-(diphenylmethyl)-1-piperazinylmethyl]phenyl}amino]-1-propanol), Cl.C1(=CC=CC=C1)C(OCC)=N (ethyl benzenecarboximidate hydrochloride), C(C)(=O)O (acetic acid). Conditions: time 1 hour. Product: C1(=CC=CC=C1)C(N1CCN(CC1)CC1=CC2=C(N(C(=N2)C2=CC=CC=C2)CCCOC(C)=O)C=C1)C1=CC=CC=C1 ([3-{5-[4-(diphenylmethyl)-1-piperazinylmethyl]-2-phenyl-1H-benzimidazol-1-yl}propyl]acetate). Isolated yield 24.8%. As a reaction SMILES: [NH2:1][C:2]1[CH:7]=[C:6]([CH2:8][N:9]2[CH2:14][CH2:13][N:12]([CH:15]([C:22]3[CH:27]=[CH:26][CH:25]=[CH:24][CH:23]=3)[C:16]3[CH:21]=[CH:20][CH:19]=[CH:18][CH:17]=3)[CH2:11][CH2:10]2)[CH:5]=[CH:4][C:3]=1[NH:28][CH2:29][CH2:30][CH2:31][OH:32].Cl.[C:34]1([C:40](=N)OCC)[CH:39]=[CH:38][CH:37]=[CH:36][CH:35]=1.[C:45](O)(=[O:47])[CH3:46]>>[C:22]1([CH:15]([C:16]2[CH:21]=[CH:20][CH:19]=[CH:18][CH:17]=2)[N:12]2[CH2:11][CH2:10][N:9]([CH2:8][C:6]3[CH:5]=[CH:4][C:3]4[N:28]([CH2:29][CH2:30][CH2:31][O:32][C:45](=[O:47])[CH3:46])[C:40]([C:34]5[CH:39]=[CH:38][CH:37]=[CH:36][CH:35]=5)=[N:1][C:2]=4[CH:7]=3)[CH2:14][CH2:13]2)[CH:23]=[CH:24][CH:25]=[CH:26][CH:27]=1 |f:1.2|. Procedure details: A mixture of 5.6 parts of 3-[{2-amino-4-[4-(diphenylmethyl)-1-piperazinylmethyl]phenyl}amino]-1-propanol, 2.8 parts of ethyl benzenecarboximidate hydrochloride and 50 parts of acetic acid is stirred first overnight at room temperature and further for 1 hour at reflux. The solvent is evaporated in vacuo and the residue is stirred in water. The whole is alkalized with ammonium hydroxide and the product is extracted with trichloromethane. The extract is dried, filtered and evaporated. The residue i... Run at temperature 100 celsius, time 12 hour. The product is C(C)(C)(C)OC(=O)N1C[C@@H](CC1)NC1=NC=C(C(=O)OCC)C=C1Cl (ethyl 6-{[(3R)-1-(tert-butoxycarbonyl)-3-pyrrolidinyl]amino}-5-chloronicotinate). Reaction SMILES: [Cl:1][C:2]1[C:3](Cl)=[N:4][CH:5]=[C:6]([CH:12]=1)[C:7]([O:9][CH2:10][CH3:11])=[O:8].[NH2:14][C@@H:15]1[CH2:19][CH2:18][N:17]([C:20]([O:22][C:23]([CH3:26])([CH3:25])[CH3:24])=[O:21])[CH2:16]1.C([O-])([O-])=O.[K+].[K+].CCOC(C)=O>CN(C=O)C.O>[C:23]([O:22][C:20]([N:17]1[CH2:18][CH2:19][C@@H:15]([NH:14][C:3]2[C:2]([Cl:1])=[CH:12][C:6]([C:7]([O:9][CH2:10][CH3:11])=[O:8])=[CH:5][N:4]=2)[CH2:16]1)=[O:21])([CH3:26])([CH3:24])[CH3:25] |f:2.3.4|. Run in O (H2O), CN(C)C=O (DMF). Procedure details: A mixture of ethyl 5,6-dichloronicotinate (5.0 g), tert-butyl (3R)-3-amino-1-pyrrolidinecarboxylate (5.08 g) and K2CO3 (4.71 g) in DMF (40 ml) was stirred at 100° C. for 12 hours under atmospheric pressure of nitrogen. The reaction mixture was poured into a mixture of AcOEt and H2O and the organic layer was washed with brine and dried over MgSO4. The solvent was evaporated in vacuo and the residue was chromatographed on silicagel eluting with n-Hexane-AcOEt (9:1). The eluted fractions containing... Starting materials: CCOC(=O)C (AcOEt), ClC=1C(=NC=C(C(=O)OCC)C1)Cl (ethyl 5,6-dichloronicotinate), N[C@H]1CN(CC1)C(=O)OC(C)(C)C (tert-butyl (3R)-3-amino-1-pyrrolidinecarboxylate), C(=O)([O-])[O-].[K+].[K+] (K2CO3). The yield is 78.5%. Solvent: O1CCCC1 (tetrahydrofuran), CO (MeOH). Starting materials: C(CCC)[Li] (n-butyllithium), C([O-])(O)=O.[Na+] (sodium bicarbonate), C(C1=CC=CC=C1)OC(=O)NC=1C=CC(=C(C1)F)N1C=NC=C1C (5-Benzyloxycarbonylamino-2-(5-methyl-imidazol-1-yl)fluorobenzene), C([C@H]1CO1)OC(CCC)=O ((R)-glycidylbutyrate). RXN SMILES: C(O[C:9]([NH:11][C:12]1[CH:13]=[CH:14][C:15]([N:19]2[C:23]([CH3:24])=[CH:22][N:21]=[CH:20]2)=[C:16]([F:18])[CH:17]=1)=O)C1C=CC=CC=1.C([Li])CCC.[CH2:30]([O:34][C:35](=[O:39])CCC)[C@@H:31]1[O:33]C1.C(=O)(O)[O-].[Na+]>O1CCCC1.CO>[F:18][C:16]1[CH:17]=[C:12]([N:11]2[CH2:9][C@H:30]([CH2:31][OH:33])[O:34][C:35]2=[O:39])[CH:13]=[CH:14][C:15]=1[N:19]1[C:23]([CH3:24])=[CH:22][N:21]=[CH:20]1 |f:3.4|. Procedure details: 5-Benzyloxycarbonylamino-2-(5-methyl-imidazol-1-yl)fluorobenzene (3.2 g, 9.85 mmol) was dissolved in dry tetrahydrofuran (40 ml) under nitrogen, cooled to −70°, and treated with a solution of n-butyllithium (1.6 M in isohexane, 6.81 ml). After stirring for 20 minutes at −70°, (R)-glycidylbutyrate (1.57 g, 10.09 mmol) was added at −70°. Stirring was continued for 16 hours allowing the temperature to rise to ambient. The mixture was treated MeOH (10 ml), stirred 15 minutes, then poured into aqueou... The yield is 30.0%. Conditions: time 20 minute. The product is FC=1C=C(C=CC1N1C=NC=C1C)N1C(O[C@H](C1)CO)=O (3-(3-Fluoro-4-(5-methyl-imidazol-1-yl)phenyl)-5(R)-hydroxymethyloxazolidin-2-one). Starting materials: NC(=O)CBr, O=C([O-])[O-], CN(C1=NC(=O)C(=Cc2ccc3c(cnn3Cc3ccc(Cl)cc3C(F)(F)F)c2)S1)C1CCNCC1F, [K+], [K+], CN(C)C=O. The product is CN(C1=NC(=O)C(=Cc2ccc3c(cnn3Cc3ccc(Cl)cc3C(F)(F)F)c2)S1)C1CCN(CC(N)=O)CC1F. Reaction SMILES: [Br:44][CH2:45][C:46](=[O:47])[NH2:48].[C:38](=[O:39])([O-:40])[O-:41].[Cl:1][c:2]1[cH:3][c:4]([C:34]([F:35])([F:36])[F:37])[c:5]([CH2:6][n:7]2[n:8][cH:9][c:10]3[cH:11][c:12]([CH:16]=[C:17]4[C:18](=[O:31])[N:19]=[C:20]([N:22]([CH3:23])[CH:24]5[CH:25]([F:30])[CH2:26][NH:27][CH2:28][CH2:29]5)[S:21]4)[cH:13][cH:14][c:15]23)[cH:32][cH:33]1.[K+:42].[K+:43].[O:49]=[CH:50][N:51]([CH3:52])[CH3:53]>>[Cl:1][c:2]1[cH:3][c:4]([C:34]([F:35])([F:36])[F:37])[c:5]([CH2:6][n:7]2[n:8][cH:9][c:10]3[cH:11][c:12]([CH:16]=[C:17]4[C:18](=[O:31])[N:19]=[C:20]([N:22]([CH3:23])[CH:24]5[CH:25]([F:30])[CH2:26][N:27]([CH2:45][C:46](=[O:47])[NH2:48])[CH2:28][CH2:29]5)[S:21]4)[cH:13][cH:14][c:15]23)[cH:32][cH:33]1.